From a dataset of the Open Reaction Database (ORD), a public repository of structured organic reaction records. describe an organic reaction: reactants, conditions, products, and yield Reactants: CCCC=CCBr, [C-]#N, CCBr, Cl, [Mg], C1CCOC1, C#CCOC1CCCCO1. Yields the product CCCC=CCC#CCOC1CCCCO1. RXN SMILES: [Br:17][CH2:18][CH:19]=[CH:20][CH2:21][CH2:22][CH3:23].[C-:15]#[N:16].[CH2:2]([Br:3])[CH3:4].[ClH:29].[Mg:1].[O:24]1[CH2:25][CH2:26][CH2:27][CH2:28]1.[O:5]1[CH:6]([O:11][CH2:12][C:13]#[CH:14])[CH2:7][CH2:8][CH2:9][CH2:10]1>>[O:5]1[CH:6]([O:11][CH2:12][C:13]#[C:14][CH2:18][CH:19]=[CH:20][CH2:21][CH2:22][CH3:23])[CH2:7][CH2:8][CH2:9][CH2:10]1. The reactants are IC1CN(C1)C(=O)OC(C)(C)C (tert-butyl 3-iodoazetidine-1-carboxylate), CNC (dimethylamine). Conditions: temperature 80 celsius. Product: CN(C1CN(C1)C(=O)OC(C)(C)C)C (tert-Butyl 3-dimethylaminoazetidine-1-carboxylate). Reaction SMILES: I[CH:2]1[CH2:5][N:4]([C:6]([O:8][C:9]([CH3:12])([CH3:11])[CH3:10])=[O:7])[CH2:3]1.[CH3:13][NH:14][CH3:15]>>[CH3:13][N:14]([CH3:15])[CH:2]1[CH2:5][N:4]([C:6]([O:8][C:9]([CH3:12])([CH3:11])[CH3:10])=[O:7])[CH2:3]1. Procedure: A mixture of tert-butyl 3-iodoazetidine-1-carboxylate (EP 1176147, prep 18) (5 g, 17.6 mmol) and dimethylamine (27 mL, 33% in ethanol, 176 mmol) was heated to 80° C. for 28 hours in a sealed vessel. The cooled mixture was evaporated in vacuo and the residue pre-adsorbed onto silica gel. This was then purified by column chromatography on silica gel using ethyl acetate:hexane (50:50) as eluant to afford the title compound as a yellow oil, 1.07 g. Procedure: Conc. nitric acid (15.8 mL, 376.9 mmol) was added to a solution of 4-bromoaniline (40 g, 232.5 mmol) in H2SO4/CH2Cl2 (400 mL, 1:1, v/v) dropwise at 0° C. under an atmosphere of N2. The cooling bath was removed and the mixture was stirred at 20° C. until the starting material was consumed (about 1 h). The reaction mixture was poured onto water and neutralized with NaOH solution to pH=9 and extracted with DCM. The organic layer was dried, filtered and evaporated in vacuo to afford the crude produc... Yields the product crude product, BrC1=C(C=C(N)C=C1)[N+](=O)[O-] (4-bromo-3-nitro-aniline). Starting materials: [N+](=O)(O)[O-] (nitric acid), BrC1=CC=C(N)C=C1 (4-bromoaniline). Run in OS(=O)(=O)O.C(Cl)Cl (H2SO4 CH2Cl2). Reaction SMILES: [N+:1]([O-:4])(O)=[O:2].[Br:5][C:6]1[CH:12]=[CH:11][C:9]([NH2:10])=[CH:8][CH:7]=1>OS(O)(=O)=O.C(Cl)Cl>[Br:5][C:6]1[CH:12]=[CH:11][C:9]([NH2:10])=[CH:8][C:7]=1[N+:1]([O-:4])=[O:2] |f:2.3|. Conditions: temperature 20 celsius. Starting materials: OC1=CC=C2C(C(CSC2=C1)(C)C1=CC=C(C=C1)O)CCCCCCCCC(C(=O)O)CCC(C(C(C(F)(F)F)(F)F)(F)F)(F)F (10-[(3RS,4RS)-7-hydroxy-3-(4-hydroxyphenyl)-3-methylthiochroman-4-yl]-2-(3,3,4,4,5,5,6,6,6-nonafluorohexyl)decanoic acid), FC(CCCC(C(=O)OCC)CCCCCCC=C)(C(C(C(F)(F)F)(F)F)(F)F)F (ethyl 2-(4,4,5,5,6,6,7,7,7-nonafluoroheptyl)-9-decenoate). Product: OC1=CC=C2C(C(CSC2=C1)(C)C1=CC=C(C=C1)O)CCCCCCCCCC(C(=O)O)CCCC(C(C(C(F)(F)F)(F)F)(F)F)(F)F (11-[(3RS,4RS)-7-hydroxy-3-(4-hydroxyphenyl)-3-methylthiochroman-4-yl]-2-(4,4,5,5,6,6,7,7,7-nonafluoroheptyl)undecanoic acid). As a reaction SMILES: [OH:1][C:2]1[CH:11]=[C:10]2[C:5]([CH:6]([CH2:20][CH2:21]CCCCCCC(CCC(F)(F)C(F)(F)C(F)(F)C(F)(F)F)C(O)=O)[C:7]([C:13]3[CH:18]=[CH:17][C:16]([OH:19])=[CH:15][CH:14]=3)([CH3:12])[CH2:8][S:9]2)=[CH:4][CH:3]=1.[F:47][C:48]([F:76])([C:66]([F:75])([F:74])[C:67]([F:73])([F:72])[C:68]([F:71])([F:70])[F:69])[CH2:49][CH2:50][CH2:51][CH:52]([CH2:58][CH2:59][CH2:60][CH2:61][CH2:62][CH2:63][CH:64]=C)[C:53]([O:55]CC)=[O:54]>>[OH:1][C:2]1[CH:11]=[C:10]2[C:5]([CH:6]([CH2:20][CH2:21][CH2:64][CH2:63][CH2:62][CH2:61][CH2:60][CH2:59][CH2:58][CH:52]([CH2:51][CH2:50][CH2:49][C:48]([F:47])([F:76])[C:66]([F:74])([F:75])[C:67]([F:72])([F:73])[C:68]([F:70])([F:69])[F:71])[C:53]([OH:55])=[O:54])[C:7]([C:13]3[CH:18]=[CH:17][C:16]([OH:19])=[CH:15][CH:14]=3)([CH3:12])[CH2:8][S:9]2)=[CH:4][CH:3]=1. Procedure: Starting with the allyl compound prepared in Example 8 and the ethyl 2-(4,4,5,5,6,6,7,7,7-nonafluoroheptyl)-9-decenoate prepared in Example 7, a procedure analogous to that as shown in Example 8 was repeated to give 11-[(3RS,4RS)-7-hydroxy-3-(4-hydroxyphenyl)-3-methylthiochroman-4-yl]-2-(4,4,5,5,6,6,7,7,7-nonafluoroheptyl)undecanoic acid. Reactants: C(C)(C)(C)OC(N(CC=O)C)=O (methyl-(2-oxo-ethyl)-carbamic acid t-butyl ester), ClC=1C(=NC=CN1)N1CCNCC1 (3′-chloro-3,4,5,6-tetrahydro-2H-[1,2′]bipyrazine), C(C)(=O)O[BH-](OC(C)=O)OC(C)=O.[Na+] (sodium triacetoxyborohydride). Run in ClCCCl (1,2 dichloroethane). Run at time 8 hour. Yields the product C(C)(C)(C)OC(N(C)CCN1CCN(CC1)C1=NC=CN=C1Cl)=O ([2-(3′-chloro-2,3,5,6-tetrahydro-[1,2′]bipyrazinyl-4-yl)-ethyl]-methyl-carbamic acid t-butyl ester). Reaction SMILES: [C:1]([O:5][C:6](=[O:12])[N:7]([CH3:11])[CH2:8][CH:9]=O)([CH3:4])([CH3:3])[CH3:2].[Cl:13][C:14]1[C:15]([N:20]2[CH2:25][CH2:24][NH:23][CH2:22][CH2:21]2)=[N:16][CH:17]=[CH:18][N:19]=1.C(O[BH-](OC(=O)C)OC(=O)C)(=O)C.[Na+]>ClCCCl>[C:1]([O:5][C:6](=[O:12])[N:7]([CH2:8][CH2:9][N:23]1[CH2:24][CH2:25][N:20]([C:15]2[C:14]([Cl:13])=[N:19][CH:18]=[CH:17][N:16]=2)[CH2:21][CH2:22]1)[CH3:11])([CH3:4])([CH3:3])[CH3:2] |f:2.3|. Reported procedure: Add methyl-(2-oxo-ethyl)-carbamic acid t-butyl ester (27.69 mmoles; 4.80 g) and 3′-chloro-3,4,5,6-tetrahydro-2H-[1,2′]bipyrazine (25.17 mmoles; 5.00 g) to 1,2 dichloroethane (50.0 mL) on ice. Add sodium triacetoxyborohydride (32.7 mmoles; 6.93 g) in 3 portions. Stir the reaction mixture at room temperature overnight. Quench the reaction with water, separate the organic layer and concentrate. Wash in hexanes and filter to provide [2-(3′-chloro-2,3,5,6-tetrahydro-[1,2′]bipyrazinyl-4-yl)-ethyl]-met... Starting materials: BrCc1ccccc1, CC#N, Cc1cc(O)cc(C)c1Br, Cl, [K+], [K+], O=C([O-])[O-]. Yields the product Cc1cc(O)c(OCc2ccccc2)c(C)c1Br. Reaction SMILES: [Br:1][CH2:2][c:3]1[cH:4][cH:5][cH:6][cH:7][cH:8]1.[CH3:26][C:27]#[N:28].[CH3:9][c:10]1[cH:11][c:12]([OH:18])[cH:13][c:14]([CH3:17])[c:15]1[Br:16].[ClH:25].[K+:19].[K+:20].[O-:21][C:22]([O-:23])=[O:24]>>[CH2:2]([c:3]1[cH:4][cH:5][cH:6][cH:7][cH:8]1)[O:21][c:11]1[c:10]([CH3:9])[c:15]([Br:16])[c:14]([CH3:17])[cH:13][c:12]1[OH:18].